From a dataset of the Open Reaction Database (ORD), a public repository of structured organic reaction records. describe an organic reaction: reactants, conditions, products, and yield Starting materials: C(c1cccn1c1c(cc(cn1)C(F)(F)F)[Cl])=O, CC1=CN=C(C=C1)N, [C-]#[N+]C1CCCCC1. The reagents and catalysts are O=C(O)C(F)(F)F (trifluoroacetic acid). The solvent is CC(C)O (isopropyl alcohol), CC(C)O (isopropylalcohol). Reaction conditions: temperature 22 celsius, time 20 hour. Product: Cc1ccc2nc(c3cccn3c3c(cc(cn3)C(F)(F)F)[Cl])c(NC3CCCCC3)n2c1. The yield is 0.0%. Reaction SMILES: CC1=CC=C(N)N=C1.[C-]#[N+]C1CCCCC1.FC(F)(F)C1=CC(Cl)=C(N=C1)N1C=CC=C1C=O>>CC1=CN2C(C=C1)=NC(C1=CC=CN1C1=C(Cl)C=C(C=N1)C(F)(F)F)=C2NC1CCCCC1. Reactants: [OH-].[NH4+] (ammonium hydroxide), Cl (hydrochloric acid), O=C1NC2=C(C(O1)=O)C=CC=C2 (2,4-dioxo-1H-3,1-benzoxazine), [H-].[Na+] (sodium hydride), BrC/C=C/C(=O)OCC (ethyl 4-bromocrotonate). Solvent: CN(C=O)C (dimethylformamide). Run at time 30 minute. The product is C(C)OC(=O)C=CCNC1=C(C(=O)N)C=CC=C1 (2-(3-ethoxycarbonyl-2-propenylamino)benzamide). Reaction SMILES: O=[C:2]1O[C:6](=[O:8])[C:5]2[CH:9]=[CH:10][CH:11]=[CH:12][C:4]=2[NH:3]1.[H-].[Na+].BrC/[CH:17]=[CH:18]/[C:19]([O:21][CH2:22][CH3:23])=[O:20].[OH-].[NH4+:25].Cl>CN(C)C=O>[CH2:22]([O:21][C:19]([CH:18]=[CH:17][CH2:2][NH:3][C:4]1[CH:12]=[CH:11][CH:10]=[CH:9][C:5]=1[C:6]([NH2:25])=[O:8])=[O:20])[CH3:23] |f:1.2,4.5|. Procedure: To a stirred solution of 2,4-dioxo-1H-3,1-benzoxazine (2.00 g) in dry dimethylformamide (20 ml) was added sodium hydride (540 mg, 60% oil suspension) in several portions on an ice-bath. After 30 minutes, ethyl 4-bromocrotonate (3.79 g) was added to the mixture. After stirring for additional 2 hours at room temperature, 28% ammonium hydroxide (7.5 ml) was added on an ice-bath. The mixture was stirred for 30 minutes at the same temperature, neutralized with 1N hydrochloric acid, extracted with eth... Starting materials: OC=1C(C=C(N(C1)C)C)=O (5-hydroxy-1,2-dimethyl-1H-pyridin-4-one), COC(C(F)(F)F)O (trifluoroacetaldehyde methyl hemiacetal), C(=O)([O-])[O-].[K+].[K+] (K2CO3). Conditions: temperature 130 celsius, time 8 hour. Product: OC1=C(N(C(=CC1=O)C)C)C(C(F)(F)F)O (3-hydroxy-1,6-dimethyl-2-(2,2,2-trifluoro-1-hydroxy-ethyl)-1H-pyridin-4-one). Isolated yield 39.0%. Reaction SMILES: [OH:1][C:2]1[C:3](=[O:10])[CH:4]=[C:5]([CH3:9])[N:6]([CH3:8])[CH:7]=1.C[O:12][CH:13](O)[C:14]([F:17])([F:16])[F:15].C([O-])([O-])=O.[K+].[K+]>>[OH:1][C:2]1[C:3](=[O:10])[CH:4]=[C:5]([CH3:9])[N:6]([CH3:8])[C:7]=1[CH:13]([OH:12])[C:14]([F:17])([F:16])[F:15] |f:2.3.4|. Procedure: A mixture of 5-hydroxy-1,2-dimethyl-1H-pyridin-4-one (9.40 g, 67.6 mmol), trifluoroacetaldehyde methyl hemiacetal (28 mL) and K2CO3 (1.40 g, 10.0 mmol) was sealed in a parallel reactor and stirred overnight at 130° C. The reaction mixture was evaporated to dryness, and the residue was purified by flash column chromatography using a mixture of i-PrOH and a 28-30% conc. NH4OH solution (70/30, v/v) as eluant. Fractions containing pure product were pooled together, and evaporated to give the title c... Reactants: Cl.Cl.N1C=C(C2=CC=CC=C12)C1CCC(CC1)NC(C(=O)N)C1CCNCC1 (2-[4-(1H-Indol-3-yl)-cyclohexylamino]-2-piperidin-4-yl-acetamide dihydrochloride), O1CCC2=C1C=CC(=C2)/C=C/C(=O)O (trans-3-(2,3-dihydrobenzofuran-5-yl)prop-2-enoic acid), cyclohexyl. Yields the product N1C=C(C2=CC=CC=C12)C1CCC(CC1)NC(C(=O)N)C1CCN(CC1)C(\C=C\C=1C=CC2=C(CCO2)C1)=O (2-[4-(1H-Indol-3-yl)-cyclohexylamino]-2-[1-(trans-3-(2,3-dihydrobenzofuran-5-yl)prop-2-enoyl)piperidin-4-yl]-acetamide). Reaction SMILES: Cl.Cl.[NH:3]1[C:11]2[C:6](=[CH:7][CH:8]=[CH:9][CH:10]=2)[C:5]([CH:12]2[CH2:17][CH2:16][CH:15]([NH:18][CH:19]([CH:23]3[CH2:28][CH2:27][NH:26][CH2:25][CH2:24]3)[C:20]([NH2:22])=[O:21])[CH2:14][CH2:13]2)=[CH:4]1.[O:29]1[C:33]2[CH:34]=[CH:35][C:36](/[CH:38]=[CH:39]/[C:40](O)=[O:41])=[CH:37][C:32]=2[CH2:31][CH2:30]1>>[NH:3]1[C:11]2[C:6](=[CH:7][CH:8]=[CH:9][CH:10]=2)[C:5]([CH:12]2[CH2:17][CH2:16][CH:15]([NH:18][CH:19]([CH:23]3[CH2:24][CH2:25][N:26]([C:40](=[O:41])/[CH:39]=[CH:38]/[C:36]4[CH:35]=[CH:34][C:33]5[O:29][CH2:30][CH2:31][C:32]=5[CH:37]=4)[CH2:27][CH2:28]3)[C:20]([NH2:22])=[O:21])[CH2:14][CH2:13]2)=[CH:4]1 |f:0.1.2|. Procedure: The title compound was prepared from the product of Example 1, step J, and trans-3-(2,3-dihydrobenzofuran-5-yl)prop-2-enoic acid, by the method of Example 1, step K, giving a solid that was mostly the more polar cyclohexyl diastereomer by LCMS. Mass spectrum (LCMS, ESI pos.) calcd. for C32H38N4O3: 527 (M+H). Found: 527